Dataset: the Open Reaction Database (ORD), a public repository of structured organic reaction records. Task: describe an organic reaction: reactants, conditions, products, and yield Starting materials: C[Si](C)(C)CCN1C(=O)CN(c2ccc(C=CC3Cc4ccccc4CN3S(C)(=O)=O)cc2OCc2ccccc2)S1(=O)=O, CCOC(C)=O, CN(C)C=O. The product is CS(=O)(=O)N1Cc2ccccc2CC1C=Cc1ccc(N2CC(=O)NS2(=O)=O)c(OCc2ccccc2)c1. Reaction SMILES: [CH2:1]([c:2]1[cH:3][cH:4][cH:5][cH:6][cH:7]1)[O:8][c:9]1[c:10]([N:31]2[CH2:32][C:33](=[O:44])[N:34]([CH2:38][CH2:39][Si:40]([CH3:41])([CH3:42])[CH3:43])[S:35]2(=[O:36])=[O:37])[cH:11][cH:12][c:13]([CH:15]=[CH:16][CH:17]2[N:18]([S:27](=[O:28])(=[O:29])[CH3:30])[CH2:19][c:20]3[cH:21][cH:22][cH:23][cH:24][c:25]3[CH2:26]2)[cH:14]1.[CH3:50][CH2:51][O:52][C:53]([CH3:54])=[O:55].[O:45]=[CH:46][N:47]([CH3:48])[CH3:49]>>[CH2:1]([c:2]1[cH:3][cH:4][cH:5][cH:6][cH:7]1)[O:8][c:9]1[c:10]([N:31]2[CH2:32][C:33](=[O:44])[NH:34][S:35]2(=[O:36])=[O:37])[cH:11][cH:12][c:13]([CH:15]=[CH:16][CH:17]2[N:18]([S:27](=[O:28])(=[O:29])[CH3:30])[CH2:19][c:20]3[cH:21][cH:22][cH:23][cH:24][c:25]3[CH2:26]2)[cH:14]1. Reactants: CCOC(C)=O, CO, Cl, [Na+], C1CCOC1, [OH-], COC(=O)c1ccnc(-n2cccc2)c1. The product is O=C(O)c1ccnc(-n2cccc2)c1. Reaction SMILES: [CH3:21][CH2:22][O:23][C:24](=[O:25])[CH3:26].[CH3:3][OH:4].[ClH:20].[Na+:2].[O:27]1[CH2:28][CH2:29][CH2:30][CH2:31]1.[OH-:1].[n:5]1(-[c:10]2[n:11][cH:12][cH:13][c:14]([C:16](=[O:17])[O:18][CH3:19])[cH:15]2)[cH:6][cH:7][cH:8][cH:9]1>>[n:5]1(-[c:10]2[n:11][cH:12][cH:13][c:14]([C:16](=[O:17])[OH:18])[cH:15]2)[cH:6][cH:7][cH:8][cH:9]1.